The task is: describe an organic reaction: reactants, conditions, products, and yield. This data is from the Open Reaction Database (ORD), a public repository of structured organic reaction records. Reactants: C(=O)C1=CC=C(C=C1)S(=O)(=O)Cl (4-formyl-benzenesulfonyl chloride), OC1CCNCC1 (4-hydroxypiperidine), C(=O)(O)[O-].[Na+] (NaHCO3). The solvent is C(Cl)Cl (DCM). Reaction conditions: time 2 hour. Product: OC1CCN(CC1)S(=O)(=O)C1=CC=C(C=O)C=C1 (4-(4-hydroxypiperidine-1-sulfonyl)benzaldehyde). As a reaction SMILES: [CH:1]([C:3]1[CH:8]=[CH:7][C:6]([S:9](Cl)(=[O:11])=[O:10])=[CH:5][CH:4]=1)=[O:2].[OH:13][CH:14]1[CH2:19][CH2:18][NH:17][CH2:16][CH2:15]1.C([O-])(O)=O.[Na+]>C(Cl)Cl>[OH:13][CH:14]1[CH2:19][CH2:18][N:17]([S:9]([C:6]2[CH:7]=[CH:8][C:3]([CH:1]=[O:2])=[CH:4][CH:5]=2)(=[O:11])=[O:10])[CH2:16][CH2:15]1 |f:2.3|. Reported procedure: To 4-formyl-benzenesulfonyl chloride (1.0 g) in DCM (10 mL) was added 4-hydroxypiperidine (0.984 g), followed by NaHCO3 (10 mL, aq sat'd) and the mixture stirred for 2 h at RT. The aqueous layer was washed with DCM (2×25 mL), and the combined organic portions washed with brine, dried over Na2SO4, filtered, and the solvent removed under reduced pressure to provide 4-(4-hydroxypiperidine-1-sulfonyl)benzaldehyde. The product was purified on anhydrous silica (10% MeOH/DCM). M+H 269.9 The reactants are ClCC1=NN=C(O1)C=1N=CN2C1CN(C(C1=C2C=CC=C1)=O)C (3-(5-chloromethyl-1,3,4-oxadiazol-2-yl)-5-methyl-5,6-dihydro-4H-imidazo[1,5-a][1,4]benzodiazepin-6-one), C(C)NCC (diethylamine). Run in CN(C=O)C (N,N-dimethylformamide). The product is C(C)N(CC)CC1=NN=C(O1)C=1N=CN2C1CN(C(C1=C2C=CC=C1)=O)C (3-(5-diethylaminomethyl-1,3,4-oxadiazol-2-yl)-5-methyl-5,6-dihydro-4H-imidazo[1,5-a][1,4]benzodiazepin-6-one). Isolated yield 84.6%. As a reaction SMILES: Cl[CH2:2][C:3]1[O:7][C:6]([C:8]2[N:9]=[CH:10][N:11]3[C:17]4[CH:18]=[CH:19][CH:20]=[CH:21][C:16]=4[C:15](=[O:22])[N:14]([CH3:23])[CH2:13][C:12]=23)=[N:5][N:4]=1.[CH2:24]([NH:26][CH2:27][CH3:28])[CH3:25]>CN(C)C=O>[CH2:24]([N:26]([CH2:2][C:3]1[O:7][C:6]([C:8]2[N:9]=[CH:10][N:11]3[C:17]4[CH:18]=[CH:19][CH:20]=[CH:21][C:16]=4[C:15](=[O:22])[N:14]([CH3:23])[CH2:13][C:12]=23)=[N:5][N:4]=1)[CH2:27][CH3:28])[CH3:25]. Procedure: 0.33 g (1 mmol) of 3-(5-chloromethyl-1,3,4-oxadiazol-2-yl)-5-methyl-5,6-dihydro-4H-imidazo[1,5-a][1,4]benzodiazepin-6-one was stirred at room temperature overnight with 2 ml (2 mmol) of diethylamine and 5 ml of N,N-dimethylformamide. After evaporation of the reaction mixture and chromatography of the residue on silica gel while eluting with ethyl acetate/ethanol 9/1 there was obtained 0.31 g (84%) of 3-(5-diethylaminomethyl-1,3,4-oxadiazol-2-yl)-5-methyl-5,6-dihydro-4H-imidazo[1,5-a][1,4]benzodi... The reactants are B.O1CCCC1 (borane tetrahydrofuran), B.O1CCCC1 (borane tetrahydrofuran), solution, CC(=O)C1=CC(=CC=C1)Cl (3-chloroacetophenone). Run in C1(=CC=CC=C1)C (toluene), O1CCCC1 (tetrahydrofuran). Reaction conditions: time 10 minute. Yields the product ClC=1C=C(C=CC1)[C@@H](C)O ((R)-1-(3-chlorophenyl)ethanol). Yield: 77.4%. Reaction SMILES: B.O1CCCC1.[CH3:7][C:8]([C:10]1[CH:15]=[CH:14][CH:13]=[C:12]([Cl:16])[CH:11]=1)=[O:9]>C1(C)C=CC=CC=1.O1CCCC1>[Cl:16][C:12]1[CH:11]=[C:10]([C@H:8]([OH:9])[CH3:7])[CH:15]=[CH:14][CH:13]=1 |f:0.1|. Procedure: To a solution of borane-tetrahydrofuran (0.647 mL, 0.647 mmol, Aldrich, 1 M solution in THF) and (S)-MeCBS (0.647 mL, 0.647 mmol, Aldrich, 1M solution in toluene) was added simultaneously a solution of 3-chloroacetophenone (1.00 g, 6.47 mmol) in anhydrous tetrahydrofuran (2.42 mL) and a solution of borane-tetrahydrofuran (3.24 mL, 3.24 mmol, Aldrich, 1 M solution in THF) over 30 min at ambient temperature. After complete addition, the reaction mixture was stirred for 10 min, quenched slowly at 0... The reactants are C(C1=CC=CC=C1)N1CCC(CC1)C(CC1=CC=C(C=C1)F)=O (1-Benzyl-4-(2'(4''-fluorophenyl)acetyl)piperidine), C(\C=C/C(=O)O)(=O)O (maleic acid). Run in CCOCC (ether), CCOCC (ether). Product: C(\C=C/C(=O)O)(=O)O.C(C1=CC=CC=C1)N1CCC(CC1)C(CC1=CC=C(C=C1)F)=O (1-Benzyl-4-(2'-(4''-fluorophenyl)acetyl) piperidine, maleate salt). RXN SMILES: [CH2:1]([N:8]1[CH2:13][CH2:12][CH:11]([C:14](=[O:23])[CH2:15][C:16]2[CH:21]=[CH:20][C:19]([F:22])=[CH:18][CH:17]=2)[CH2:10][CH2:9]1)[C:2]1[CH:7]=[CH:6][CH:5]=[CH:4][CH:3]=1.[C:24]([OH:31])(=[O:30])/[CH:25]=[CH:26]\[C:27]([OH:29])=[O:28]>CCOCC>[C:24]([OH:31])(=[O:30])/[CH:25]=[CH:26]\[C:27]([OH:29])=[O:28].[CH2:1]([N:8]1[CH2:13][CH2:12][CH:11]([C:14](=[O:23])[CH2:15][C:16]2[CH:21]=[CH:20][C:19]([F:22])=[CH:18][CH:17]=2)[CH2:10][CH2:9]1)[C:2]1[CH:3]=[CH:4][CH:5]=[CH:6][CH:7]=1 |f:3.4|. Procedure: The free base of Example 43 was dissolved in ether (5 mL) with stirring. A saturated solution of maleic acid in ether (10 mL) was added. The white precipitate was filtered and washed with copious amounts of ether. Drying in vacuo afforded a white powder (521 mg):mp 132°-134° C.; 1H-NMR (DMSO-d6):7.5(s,5H), 7.3-7.1(m,4H), 6.05(s,2H), 4.3(s,2H), 3.95(s,2H), 3.6-2.7(m,10H), 2.15-1.5(m,4H); Anal.:Calcd for C20H22FNO-C4H4O4 -0.75 H2O:C,65.36, H,6.29, N,3.18; Found:C,65.53, 65.60, M,5.93, 5.90, N,3.20... Procedure: Sodium borohydride (0.99 g) and Solmix (40 ml) were put in a reaction vessel under a nitrogen atmosphere, and cooled to 0° C. A Solmix solution in which 4′-[2-fluoro-4-(4-pentyl-cyclohexyl)-phenyl]-bicyclohexyl-4-one (6) (10.7 g) synthesized according to the method described in Example 1 was dissolved in Solmix (40 ml) was added dropwise thereto, with caution in the evolution of hydrogen gas, and the mixture was stirred for 3 hours. A saturated aqueous solution of ammonium chloride (200 ml) and ... RXN SMILES: [BH4-].[Na+].[F:3][C:4]1[CH:9]=[C:8]([CH:10]2[CH2:15][CH2:14][CH:13]([CH2:16][CH2:17][CH2:18][CH2:19][CH3:20])[CH2:12][CH2:11]2)[CH:7]=[CH:6][C:5]=1[CH:21]1[CH2:26][CH2:25][CH:24]([CH:27]2[CH2:32][CH2:31][C:30](=[O:33])[CH2:29][CH2:28]2)[CH2:23][CH2:22]1.[H][H].[Cl-].[NH4+]>C(OCC)(=O)C>[F:3][C:4]1[CH:9]=[C:8]([CH:10]2[CH2:15][CH2:14][CH:13]([CH2:16][CH2:17][CH2:18][CH2:19][CH3:20])[CH2:12][CH2:11]2)[CH:7]=[CH:6][C:5]=1[CH:21]1[CH2:26][CH2:25][CH:24]([CH:27]2[CH2:28][CH2:29][CH:30]([OH:33])[CH2:31][CH2:32]2)[CH2:23][CH2:22]1 |f:0.1,4.5|. Solvent: C(C)(=O)OCC (ethyl acetate). Run at temperature 0 celsius. Isolated yield 76.3%. Starting materials: [BH4-].[Na+] (Sodium borohydride), FC1=C(C=CC(=C1)C1CCC(CC1)CCCCC)C1CCC(CC1)C1CCC(CC1)=O (4′-[2-fluoro-4-(4-pentyl-cyclohexyl)-phenyl]-bicyclohexyl-4-one), [H][H] (hydrogen), [Cl-].[NH4+] (ammonium chloride). The product is FC1=C(C=CC(=C1)C1CCC(CC1)CCCCC)C1CCC(CC1)C1CCC(CC1)O (4′-(2-fluoro-4-(4-pentylcyclohexyl)phenyl)bi(cyclohexane)-4-ol). Starting materials: [BH4-], C1CCOC1, CCC(CC)(c1ccc(CCC(=O)C(C)(C)C)c(C(C)C)c1)c1cc2cc(C(=O)N(C)CC(=O)O)ccc2o1, [Na+]. The product is CCC(CC)(c1ccc(CCC(O)C(C)(C)C)c(C(C)C)c1)c1cc2cc(C(=O)N(C)CC(=O)O)ccc2o1. Reaction SMILES: [BH4-:40].[CH2:42]1[O:43][CH2:44][CH2:45][CH2:46]1.[CH3:1][C:2]([C:3]([CH2:4][CH2:5][c:6]1[c:7]([CH:34]([CH3:35])[CH3:36])[cH:8][c:9]([C:12]([CH2:13][CH3:14])([CH2:15][CH3:16])[c:17]2[o:18][c:19]3[c:20]([cH:21]2)[cH:22][c:23]([C:26](=[O:27])[N:28]([CH3:29])[CH2:30][C:31](=[O:32])[OH:33])[cH:24][cH:25]3)[cH:10][cH:11]1)=[O:37])([CH3:38])[CH3:39].[Na+:41]>>[CH3:1][C:2]([CH:3]([CH2:4][CH2:5][c:6]1[c:7]([CH:34]([CH3:35])[CH3:36])[cH:8][c:9]([C:12]([CH2:13][CH3:14])([CH2:15][CH3:16])[c:17]2[o:18][c:19]3[c:20]([cH:21]2)[cH:22][c:23]([C:26](=[O:27])[N:28]([CH3:29])[CH2:30][C:31](=[O:32])[OH:33])[cH:24][cH:25]3)[cH:10][cH:11]1)[OH:37])([CH3:38])[CH3:39]. The reactants are Brc1ccc2nccnc2c1, CC(=O)[O-], CC(=O)[O-], CC(C)(C)[O-], Cc1ccccc1, [Na+], O, [Pd+2], c1ccc(P(c2ccccc2)c2ccc3ccccc3c2-c2c(P(c3ccccc3)c3ccccc3)ccc3ccccc23)cc1, NN=C(c1ccccc1)c1ccccc1. Yields the product c1ccc(C(=NNc2ccc3nccnc3c2)c2ccccc2)cc1. RXN SMILES: [Br:62][c:63]1[cH:64][c:65]2[n:66][cH:67][cH:68][n:69][c:70]2[cH:71][cH:72]1.[C:87]([O-:88])(=[O:89])[CH3:90].[C:92]([O-:93])(=[O:94])[CH3:95].[CH3:73][C:74]([CH3:75])([O-:76])[CH3:77].[CH3:79][c:80]1[cH:81][cH:82][cH:83][cH:84][cH:85]1.[Na+:78].[OH2:86].[Pd+2:91].[c:16]1([P:17]([c:18]2[cH:19][cH:20][cH:21][cH:22][cH:23]2)[c:24]2[cH:25][cH:26][c:27]3[c:28]([cH:29][cH:30][cH:31][cH:32]3)[c:33]2-[c:34]2[c:35]3[c:36]([cH:37][cH:38][cH:39][cH:40]3)[cH:41][cH:42][c:43]2[P:44]([c:45]2[cH:46][cH:47][cH:48][cH:49][cH:50]2)[c:51]2[cH:52][cH:53][cH:54][cH:55][cH:56]2)[cH:57][cH:58][cH:59][cH:60][cH:61]1.[c:1]1([C:7](=[N:8][NH2:9])[c:10]2[cH:11][cH:12][cH:13][cH:14][cH:15]2)[cH:2][cH:3][cH:4][cH:5][cH:6]1>>[c:1]1([C:7](=[N:8][NH:9][c:63]2[cH:64][c:65]3[n:66][cH:67][cH:68][n:69][c:70]3[cH:71][cH:72]2)[c:10]2[cH:11][cH:12][cH:13][cH:14][cH:15]2)[cH:2][cH:3][cH:4][cH:5][cH:6]1. Reagents/catalysts: C=1C=CC(=CC1)/C=C/C(=O)/C=C/C2=CC=CC=C2.C=1C=CC(=CC1)/C=C/C(=O)/C=C/C2=CC=CC=C2.C=1C=CC(=CC1)/C=C/C(=O)/C=C/C2=CC=CC=C2.[Pd].[Pd] (Pd2(dba)3). Run in C1(=CC=CC=C1)C (toluene). The yield is 33.0%. Starting materials: O (water), R-BINAP, CC(C)([O-])C.[K+] (potassium t-butoxide), N1CCOCC1 (morpholine), BrC1=C(N(C2=CC=CC=C12)CC1=CC(=C(C=C1)Cl)Cl)C(=O)OC(C)(C)C (t-butyl 3-bromo-N-(3,4-dichlorobenzyl)indole-2-carboxylate). Procedure: Pd2(dba)3 (114 mg), R-BINAP (69 mg), potassium t-butoxide (294 mg), and morpholine (0.209 ml) were added to a solution of t-butyl 3-bromo-N-(3,4-dichlorobenzyl)indole-2-carboxylate (1 g) in de-gassed toluene (6 ml), under an atmosphere of argon. The reaction was stirred and heated at 90° C. for 16 hours then poured into water (50 ml), extracted with ethyl acetate (3×50 ml), and the combined organic extracts were dried (MgSO4) and concentrated in vacuo. The residue was purified by column chromato... Yields the product ClC=1C=C(CN2C(=C(C3=CC=CC=C23)N2CCOCC2)C(=O)OC(C)(C)C)C=CC1Cl (t-Butyl N-(3,4-dichlorobenzyl)-3-morpholinoindole-2-carboxylate). Reaction conditions: temperature 90 celsius. RXN SMILES: CC(C)([O-])C.[K+].[NH:7]1[CH2:12][CH2:11][O:10][CH2:9][CH2:8]1.Br[C:14]1[C:22]2[C:17](=[CH:18][CH:19]=[CH:20][CH:21]=2)[N:16]([CH2:23][C:24]2[CH:29]=[CH:28][C:27]([Cl:30])=[C:26]([Cl:31])[CH:25]=2)[C:15]=1[C:32]([O:34][C:35]([CH3:38])([CH3:37])[CH3:36])=[O:33].O>C1(C)C=CC=CC=1.C1C=CC(/C=C/C(/C=C/C2C=CC=CC=2)=O)=CC=1.C1C=CC(/C=C/C(/C=C/C2C=CC=CC=2)=O)=CC=1.C1C=CC(/C=C/C(/C=C/C2C=CC=CC=2)=O)=CC=1.[Pd].[Pd]>[Cl:31][C:26]1[CH:25]=[C:24]([CH:29]=[CH:28][C:27]=1[Cl:30])[CH2:23][N:16]1[C:17]2[C:22](=[CH:21][CH:20]=[CH:19][CH:18]=2)[C:14]([N:7]2[CH2:12][CH2:11][O:10][CH2:9][CH2:8]2)=[C:15]1[C:32]([O:34][C:35]([CH3:38])([CH3:36])[CH3:37])=[O:33] |f:0.1,6.7.8.9.10|. Starting materials: CO, CCOC(C)=O, CCCCCCC(C(=O)O)n1cnc([N+](=O)[O-])c1. Yields the product CCCCCCC(C(=O)OC)n1cnc([N+](=O)[O-])c1. RXN SMILES: [CH3:19][OH:20].[CH3:21][CH2:22][O:23][C:24](=[O:25])[CH3:26].[N+:1](=[O:2])([O-:3])[c:4]1[n:5][cH:6][n:7]([CH:9]([C:10](=[O:11])[OH:12])[CH2:13][CH2:14][CH2:15][CH2:16][CH2:17][CH3:18])[cH:8]1>>[N+:1](=[O:2])([O-:3])[c:4]1[n:5][cH:6][n:7]([CH:9]([C:10]([O:11][CH3:19])=[O:12])[CH2:13][CH2:14][CH2:15][CH2:16][CH2:17][CH3:18])[cH:8]1. Reactants: C(C(=O)Cl)(=O)Cl (Oxalylchloride), COC(CCCCCCCC(=O)O)=O (azelaic monomethylester). The solvent is C(Cl)(Cl)Cl (chloroform). Reaction conditions: temperature 50 celsius. The product is COC(=O)CCCCCCCC(=O)Cl (CH3OCO(CH2)7COCl). Reaction SMILES: [C:1](Cl)(=O)[C:2]([Cl:4])=[O:3].[CH3:7][O:8][C:9](=[O:20])[CH2:10][CH2:11][CH2:12][CH2:13][CH2:14][CH2:15]CC(O)=O>C(Cl)(Cl)Cl>[CH3:7][O:8][C:9]([CH2:10][CH2:11][CH2:12][CH2:13][CH2:14][CH2:15][CH2:1][C:2]([Cl:4])=[O:3])=[O:20]. Procedure: In a separate process, 23.9 g of azelaic monomethylester was dissolved in 30 ml chloroform. Oxalylchloride (15 ml) was added, all at once, and the mixture refluxed 2 hours at 50° C. The mixture was cooled; excess solvent and oxalylchloride were evaporated. After distillation, 25.8 g of CH3OCO(CH2)7COCl was obtained.